Dataset: the Open Reaction Database (ORD), a public repository of structured organic reaction records. Task: describe an organic reaction: reactants, conditions, products, and yield Reactants: N1(CCCC1)CCOC1=CC=C(C=C1)NC1=NN2C(C=CC=C2C=2C=NN(C2)CCOS(=O)(=O)C)=N1 (methanesulfonic acid 2-(4-{2-[4-(2-pyrrolidin-1-yl-ethoxy)-phenylamino]-[1,2,4]triazolo[1,5-a]pyridin-5-yl}-pyrazol-1-yl)-ethyl ester), C([O-])([O-])=O.[K+].[K+] (potassium carbonate), NC1=NNC(=N1)S (3-amino-5-mercapto-1,2,4-triazole). Run in CN(C=O)C (dimethylformamide). Reaction conditions: time 18 hour. Yields the product NC=1NC(=NN1)SCCN1N=CC(=C1)C1=CC=CC=2N1N=C(N2)NC2=CC=C(C=C2)OCCN2CCCC2 ((5-{1-[2-(5-Amino-4H-[1,2,4]triazol-3-ylsulfanyl)-ethyl]-1H-pyrazol-4-yl}-[1,2,4]triazolo[1,5-a]pyridin-2-yl)-[4-(2-pyrrolidin-1-yl-ethoxy)-phenyl]-amine). As a reaction SMILES: [N:1]1([CH2:6][CH2:7][O:8][C:9]2[CH:14]=[CH:13][C:12]([NH:15][C:16]3[N:36]=[C:19]4[CH:20]=[CH:21][CH:22]=[C:23]([C:24]5[CH:25]=[N:26][N:27]([CH2:29][CH2:30]OS(C)(=O)=O)[CH:28]=5)[N:18]4[N:17]=3)=[CH:11][CH:10]=2)[CH2:5][CH2:4][CH2:3][CH2:2]1.C(=O)([O-])[O-].[K+].[K+].[NH2:43][C:44]1[N:48]=[C:47]([SH:49])[NH:46][N:45]=1>CN(C)C=O>[NH2:43][C:44]1[NH:48][C:47]([S:49][CH2:30][CH2:29][N:27]2[CH:28]=[C:24]([C:23]3[N:18]4[N:17]=[C:16]([NH:15][C:12]5[CH:11]=[CH:10][C:9]([O:8][CH2:7][CH2:6][N:1]6[CH2:5][CH2:4][CH2:3][CH2:2]6)=[CH:14][CH:13]=5)[N:36]=[C:19]4[CH:20]=[CH:21][CH:22]=3)[CH:25]=[N:26]2)=[N:46][N:45]=1 |f:1.2.3|. Procedure details: To a stirred solution of methanesulfonic acid 2-(4-{2-[4-(2-pyrrolidin-1-yl-ethoxy)-phenylamino]-[1,2,4]triazolo[1,5-a]pyridin-5-yl}-pyrazol-1-yl)-ethyl ester (0.40 g, 0.78 mmol) in dimethylformamide (1 ml) was added potassium carbonate (150 mg) followed by 3-amino-5-mercapto-1,2,4-triazole (19 mg, 0.156 mmol). The mixture was stirred for 18 hours at room temperature, then filtered and concentrated in vacuo. The title compound was purified by preparatory HPLC to yield the desired product. LCMS m... The reactants are C(C)(C)NC(C)C (diisopropylamine), CC1=CC=NC2=C3N=CC=CC3=CC=C12 (4-methyl-1,10-phenanthroline), CI (methyl iodide), C(CCC)[Li] (n-butyllithium). Solvent: O1CCCC1 (tetrahydrofuran), O1CCCC1 (THF), O (water), CCCCCC (n-hexane), C(Cl)(Cl)Cl (chloroform), O (water). Conditions: temperature 0 celsius, time 15 minute. The product is C(C)C1=CC=NC2=C3N=CC=CC3=CC=C12 (4-ethyl-1,10-phenanthroline). RXN SMILES: [CH2:1]([Li])[CH2:2][CH2:3][CH3:4].C(NC(C)C)(C)C.C[C:14]1[C:27]2[C:18](=[C:19]3C(=[CH:25][CH:26]=2)C=[CH:22][CH:21]=[N:20]3)[N:17]=[CH:16][CH:15]=1.CI>CCCCCC.O1CCCC1.C(Cl)(Cl)Cl.O>[CH2:3]([C:2]1[C:1]2[C:19](=[C:18]3[C:27](=[CH:26][CH:25]=2)[CH:14]=[CH:15][CH:16]=[N:17]3)[N:20]=[CH:21][CH:22]=1)[CH3:4]. Reported procedure: In a Schlenk tube reactor equipped with a magnetic stirrer and in an inert atmosphere (argon) 2520 μl 1.6 M (4.0 mmol) n-butyllithium solution in n-hexane was added dropwise with the aid of a syringe to a solution of 600 μl diisopropylamine (HDA) in 2800 μl anhydrous tetrahydrofuran (THF) at 0° C. The resulting mixture was stirred for 15 minutes at 0° C. To this mixture a solution of 749.0 mg (3.86 mmol) 4-methyl-1,10-phenanthroline, dissolved in 18 ml anhydrous THF, was added in 5 minutes. The ... Starting materials: C1(=CC=CC=C1)C=1OC2=C(C=CC=C2C(C1)=O)C=O (2-phenyl-4-oxo-4H-chromen-8-aldehyde), N\C(=C/C(=O)OC)\C (methyl 3-aminocrotonate), [N+](=O)([O-])CC(C)=O (nitroacetone). Solvent: CCO (EtOH). Yields the product CC=1NC(=C(C(C1C(=O)OC)C=1C=CC=C2C(C=C(OC12)C1=CC=CC=C1)=O)[N+](=O)[O-])C (Methyl 2,6-dimethyl-5-nitro-4-(2-phenyl-4-oxo-4H-chromen-8-yl)-1,4-dihydropyridine-3-carboxylate). RXN SMILES: [C:1]1([C:7]2[O:8][C:9]3[C:14]([C:15](=[O:17])[CH:16]=2)=[CH:13][CH:12]=[CH:11][C:10]=3[CH:18]=O)[CH:6]=[CH:5][CH:4]=[CH:3][CH:2]=1.[NH2:20]/[C:21](/[CH3:27])=[CH:22]\[C:23]([O:25][CH3:26])=[O:24].[N+:28]([CH2:31][C:32](=O)[CH3:33])([O-:30])=[O:29]>CCO>[CH3:27][C:21]1[NH:20][C:32]([CH3:33])=[C:31]([N+:28]([O-:30])=[O:29])[CH:18]([C:10]2[CH:11]=[CH:12][CH:13]=[C:14]3[C:9]=2[O:8][C:7]([C:1]2[CH:6]=[CH:5][CH:4]=[CH:3][CH:2]=2)=[CH:16][C:15]3=[O:17])[C:22]=1[C:23]([O:25][CH3:26])=[O:24]. Reported procedure: 10 mmol each of 2-phenyl-4-oxo-4H-chromen-8-aldehyde, methyl 3-aminocrotonate and nitroacetone are boiled under reflux in 20 ml of absolute EtOH for 3 hours, the mixture is concentrated and the residue is crystallized from methanol. The reactants are C=C(OCC)c1cnc2nnn(Cc3ccc4ncccc4c3)c2n1, CC(=O)O, Cl. Yields the product CC(=O)c1cnc2nnn(Cc3ccc4ncccc4c3)c2n1. As a reaction SMILES: [CH2:1]([CH3:2])[O:3][C:4](=[CH2:5])[c:6]1[cH:7][n:8][c:9]2[c:10]([n:11]1)[n:12]([CH2:15][c:16]1[cH:17][c:18]3[cH:19][cH:20][cH:21][n:22][c:23]3[cH:24][cH:25]1)[n:13][n:14]2.[CH3:27][C:28](=[O:29])[OH:30].[ClH:26]>>[O:3]=[C:4]([CH3:5])[c:6]1[cH:7][n:8][c:9]2[c:10]([n:11]1)[n:12]([CH2:15][c:16]1[cH:17][c:18]3[cH:19][cH:20][cH:21][n:22][c:23]3[cH:24][cH:25]1)[n:13][n:14]2. Starting materials: S1C(=NC=2C=NC=CC21)NC(C)=O (N-(thiazolo[4,5-c]pyridin-2-yl)acetamide), O.[OH-].[Li+] (lithium hydroxide hydrate), O.[OH-].[Li+] (lithium hydroxide hydrate). The solvent is CO (MeOH). Conditions: time 30 minute. Product: S1C(=NC=2C=NC=CC21)N (thiazolo[4,5-c]pyridin-2-amine). RXN SMILES: [S:1]1[C:9]2[CH:8]=[CH:7][N:6]=[CH:5][C:4]=2[N:3]=[C:2]1[NH:10]C(=O)C.O.[OH-].[Li+]>CO>[S:1]1[C:9]2[CH:8]=[CH:7][N:6]=[CH:5][C:4]=2[N:3]=[C:2]1[NH2:10] |f:1.2.3|. Procedure details: To a suspension of N-(thiazolo[4,5-c]pyridin-2-yl)acetamide, prepared in the previous step, in MeOH (200 mL) at room temperature was added lithium hydroxide hydrate (7.08 g, 169 mmol). The reaction mixture was stirred at room temperature for 30 min and then warmed to 40° C. After 3 h, additional lithium hydroxide hydrate (7.48 g) was added. The reaction mixture was heated to 50° C. for 20 h and concentrated. The reaction mixture was diluted with DCM/MeOH (˜10:1, 500 mL). The undissolved material... Reactants: ClCCl, CNc1nc(C)cc(SCCOC)n1, O=C=NS(=O)(=O)c1ccccc1[N+](=O)[O-]. Yields the product COCCSc1cc(C)nc(N(C)C(=O)NS(=O)(=O)c2ccccc2[N+](=O)[O-])n1. Reaction SMILES: [CH2:30]([Cl:31])[Cl:32].[CH3:1][NH:2][c:3]1[n:4][c:5]([CH3:14])[cH:6][c:7]([S:9][CH2:10][CH2:11][O:12][CH3:13])[n:8]1.[N+:15](=[O:16])([O-:17])[c:18]1[c:19]([S:24](=[O:25])(=[O:26])[N:27]=[C:28]=[O:29])[cH:20][cH:21][cH:22][cH:23]1>>[CH3:1][N:2]([c:3]1[n:4][c:5]([CH3:14])[cH:6][c:7]([S:9][CH2:10][CH2:11][O:12][CH3:13])[n:8]1)[C:28]([NH:27][S:24]([c:19]1[c:18]([N+:15](=[O:16])[O-:17])[cH:23][cH:22][cH:21][cH:20]1)(=[O:25])=[O:26])=[O:29].